This data is from the Open Reaction Database (ORD), a public repository of structured organic reaction records. The task is: describe an organic reaction: reactants, conditions, products, and yield Reactants: ClC1=CC(=CC=C1)C(=O)OO (m-chloroperbenzoic acid), C([O-])(O)=O.[Na+] (sodium bicarbonate), CSC=1SC(=CC1C#N)C(C)=O (2-methylthio-3-cyano-5-acetylthiophene). Solvent: O (water), C(Cl)Cl (methylene chloride). Reaction conditions: temperature 5 celsius, time 30 minute. The product is CS(=O)C=1SC(=CC1C#N)C(C)=O (2-methylsulphinyl-3-cyano-5-acetylthiophene). As a reaction SMILES: ClC1C=CC=C(C(OO)=[O:9])C=1.[CH3:12][S:13][C:14]1[S:15][C:16]([C:21](=[O:23])[CH3:22])=[CH:17][C:18]=1[C:19]#[N:20].C(=O)(O)[O-].[Na+]>C(Cl)Cl.O>[CH3:12][S:13]([C:14]1[S:15][C:16]([C:21](=[O:23])[CH3:22])=[CH:17][C:18]=1[C:19]#[N:20])=[O:9] |f:2.3|. Procedure: 5.0 g of 83% m-chloroperbenzoic acid are gradually added while stirring at a temperature of 0°-5° C. in 45 minutes to a solution of 5.0 g of 2-methylthio-3-cyano-5-acetylthiophene in 500 ml of methylene chloride. After stirring for another 30 minutes at 5° C., a saturated solution of sodium bicarbonate in approximately 50 ml of water is added; the reaction mixture is then stirred for 60 minutes. The organic layer is separated, washed with water and dried. After distilling off the solvent, the de... The reactants are BrN1C(CCC1=O)=O (N-bromosuccinimide), C(C)(C)(C)OC(=O)C1(CCCC1)C1=CC=C(C=C1)C (1-(4-methylphenyl)cyclopentane carboxylic acid t butyl ester), BrN1C(CCC1=O)=O (N-bromosuccinimide). The reagents and catalysts are C(C1=CC=CC=C1)(=O)OOC(C1=CC=CC=C1)=O (benzoyl peroxide). Solvent: C(Cl)(Cl)(Cl)Cl (CCl4). The product is C(C)(C)(C)OC(=O)C1(CCCC1)C1=CC=C(C=C1)CBr (1-(4-bromomethylphenyl)cyclopentane carboxylic acid t butyl ester). Yield: 111.3%. Reaction SMILES: [C:1]([O:5][C:6]([C:8]1([C:13]2[CH:18]=[CH:17][C:16]([CH3:19])=[CH:15][CH:14]=2)[CH2:12][CH2:11][CH2:10][CH2:9]1)=[O:7])([CH3:4])([CH3:3])[CH3:2].[Br:20]N1C(=O)CCC1=O>C(Cl)(Cl)(Cl)Cl.C(OOC(=O)C1C=CC=CC=1)(=O)C1C=CC=CC=1>[C:1]([O:5][C:6]([C:8]1([C:13]2[CH:18]=[CH:17][C:16]([CH2:19][Br:20])=[CH:15][CH:14]=2)[CH2:12][CH2:11][CH2:10][CH2:9]1)=[O:7])([CH3:4])([CH3:3])[CH3:2]. Reported procedure: To a solution of 1-(4-methylphenyl)cyclopentane carboxylic acid t butyl ester (2.00 g, 7.68 mmol) in CCl4 (80 mL) was added N-bromosuccinimide (1.37 g, 7.68 mmol) and benzoyl peroxide (0.050 g). This mixture was brought to reflux by heating, and maintained at reflux for 2 hours using a sun lamp (250 W). Additional N-bromosuccinimide (0.34 g, 1.9 mmol) was added, and after 20 minutes the solution was concentrated to 40 mL. The white precipitate was removed by filtration. The filtrate was concentr... The reactants are CC(C)(C)OC(=O)Nc1cc(Cl)c(I)cc1[N+](=O)[O-], CN1CCNCC1, Cc1ccccc1. Product: CN1CCN(c2cc(NC(=O)OC(C)(C)C)c([N+](=O)[O-])cc2I)CC1. As a reaction SMILES: [C:1]([CH3:2])([CH3:3])([CH3:4])[O:5][C:6]([NH:7][c:8]1[c:9]([N+:16](=[O:17])[O-:18])[cH:10][c:11]([I:15])[c:12]([Cl:14])[cH:13]1)=[O:19].[CH3:20][N:21]1[CH2:22][CH2:23][NH:24][CH2:25][CH2:26]1.[CH3:27][c:28]1[cH:29][cH:30][cH:31][cH:32][cH:33]1>>[C:1]([CH3:2])([CH3:3])([CH3:4])[O:5][C:6]([NH:7][c:8]1[c:9]([N+:16](=[O:17])[O-:18])[cH:10][c:11]([I:15])[c:12]([N:24]2[CH2:23][CH2:22][N:21]([CH3:20])[CH2:26][CH2:25]2)[cH:13]1)=[O:19]. Starting materials: [Li]CCCC, C[Ga+]C, CCCCCC, [Cl-], FC(F)(F)c1ccccc1CBr. The product is C[Ga](C)Cc1ccccc1C(F)(F)F. As a reaction SMILES: [CH2:13]([Li:14])[CH2:15][CH2:16][CH3:17].[CH3:19][Ga+:20][CH3:21].[CH3:22][CH2:23][CH2:24][CH2:25][CH2:26][CH3:27].[Cl-:18].[F:1][C:2]([c:3]1[c:4]([CH2:5][Br:6])[cH:7][cH:8][cH:9][cH:10]1)([F:11])[F:12]>>[F:1][C:2]([c:3]1[c:4]([CH2:5][Ga:20]([CH3:19])[CH3:21])[cH:7][cH:8][cH:9][cH:10]1)([F:11])[F:12]. Starting materials: CC1=C(C=C(C=C1)[N+](=O)[O-])NCCC(=O)O (3-(2-Methyl-5-nitro-phenylamino)-propionic acid), 1-(3-dimethylaminopropyl)-3-ethylcarboiimide hydrochloride, CC1(OC(CC(O1)=O)=O)C (2,2-dimethyl-1,3-dioxane-4,6-dione), CC1(OC(=O)CC(=O)O1)C (Meldrum's acid). The reagents and catalysts are CN(C1=CC=NC=C1)C (4-dimethylaminopyridine). Solvent: ClCCl (dichloromethane). Conditions: time 8 hour. The product is CC1(OC(C(C(O1)=O)C(CCNC1=C(C=CC(=C1)[N+](=O)[O-])C)=O)=O)C (2,2-Dimethyl-5-[3-(2-methyl-5-nitro-phenylamino)propionyl]-[1,3]dioxane-4,6-dione). RXN SMILES: [CH3:1][C:2]1[CH:7]=[CH:6][C:5]([N+:8]([O-:10])=[O:9])=[CH:4][C:3]=1[NH:11][CH2:12][CH2:13][C:14]([OH:16])=O.[CH3:17][C:18]1([CH3:26])[O:23][C:22](=[O:24])[CH2:21][C:20](=[O:25])[O:19]1>CN(C)C1C=CN=CC=1.ClCCl>[CH3:17][C:18]1([CH3:26])[O:23][C:22](=[O:24])[CH:21]([C:14](=[O:16])[CH2:13][CH2:12][NH:11][C:3]2[CH:4]=[C:5]([N+:8]([O-:10])=[O:9])[CH:6]=[CH:7][C:2]=2[CH3:1])[C:20](=[O:25])[O:19]1. Procedure: To a solution of 3-(2-Methyl-5-nitro-phenylamino)-propionic acid [2.95 gm, 13.2 mmol], 2,2-dimethyl-1,3-dioxane-4,6-dione (Meldrum's acid (2.08 gm, 14.5 mmol), and 4-dimethylaminopyridine (DMAP) [2.42 gm, 198 mmol) in anhy. dichloromethane (70 ml) at 0° C. was added 1-(3-dimethylaminopropyl)-3-ethylcarboiimide hydrochloride (EDC.HCl) [3.04 gm, 158 mmol), and the resulting solution was stirred overnight at room temperature. The reaction mixture was washed (50 ml×4) with 5% potassium bisulfate (aq... Starting materials: C(C1=CC=CC=C1)OC=1C(C=C(OC1)CON1C(C=2C(C1=O)=CC=CC2)=O)=O (N-[[5-(Benzyloxy)-4-oxo-4H-pyran-2-yl]methoxy]-phthalimide), B(Br)(Br)Br (boron tribromide). Solvent: ClCCl (dichloromethane). Reaction conditions: temperature -70 celsius, time 20 hour. Yields the product OC=1C(C=C(OC1)CON1C(C=2C(C1=O)=CC=CC2)=O)=O (N-[(5-hydroxy-4-oxo-4H-pyran-2-yl)methoxy]phthalimide). The yield is 96.3%. As a reaction SMILES: C([O:8][C:9]1[C:10](=[O:28])[CH:11]=[C:12]([CH2:15][O:16][N:17]2[C:21](=[O:22])[C:20]3=[CH:23][CH:24]=[CH:25][CH:26]=[C:19]3[C:18]2=[O:27])[O:13][CH:14]=1)C1C=CC=CC=1.B(Br)(Br)Br>ClCCl>[OH:8][C:9]1[C:10](=[O:28])[CH:11]=[C:12]([CH2:15][O:16][N:17]2[C:18](=[O:27])[C:19]3=[CH:26][CH:25]=[CH:24][CH:23]=[C:20]3[C:21]2=[O:22])[O:13][CH:14]=1. Procedure details: N-[[5-(Benzyloxy)-4-oxo-4H-pyran-2-yl]methoxy]-phthalimide (1.77 g) (4.7 mmol) are suspended in 250 ml of dichloromethane and treated at -70° C. with 1.32 g (5.2 mmol) of boron tribromide (dissolved in 5 ml of dichloromethane). The mixture is stirred at -70° C. for 3 hours and at room temperature for 20 hours. The solvent is removed in a vacuum and the residue is treated at 0° C. with about 70 ml of water and 10 ml of ethanol. After stirring for 2 hours the product is filtered off and washed in ... The reactants are ClC1=NC=CC=C1CO ((2-chloro-pyridin-3-yl)-methanol), C=1C=CC(=CC1)P(=O)(C=2C=CC=CC2)N=[N+]=[N-] (DPPA), C1CCC2=NCCCN2CC1 (DBU), CCOC(=O)C (EtOAc). Solvent: hexanes, Cl (HCl), CCOCC (Et2O), C1(=CC=CC=C1)C (toluene). Reaction conditions: time 3 hour. Yields the product N(=[N+]=[N-])CC=1C(=NC=CC1)Cl (3-azidomethyl-2-chloro-pyridine). The yield is 78.6%. As a reaction SMILES: [Cl:1][C:2]1[C:7]([CH2:8]O)=[CH:6][CH:5]=[CH:4][N:3]=1.C1C=CC(P([N:24]=[N+:25]=[N-:26])(C2C=CC=CC=2)=O)=CC=1.C1CCN2C(=NCCC2)CC1.CCOC(C)=O>C1(C)C=CC=CC=1.Cl.CCOCC>[N:24]([CH2:8][C:7]1[C:2]([Cl:1])=[N:3][CH:4]=[CH:5][CH:6]=1)=[N+:25]=[N-:26]. Reported procedure: To a solution of the above (2-chloro-pyridin-3-yl)-methanol (2.2 g, 15.1 mmol) and DPPA (3.9 mL, 18.2 mmol) in toluene (30 mL) was added DBU (2.9 mL, 18.2 mmol) at room temperature and stirred for 3 h. The reaction was diluted with 3M HCl (30 mL) and Et2O (75 mL). The layers were separated and the aqueous layer was extracted with Et2O (75 mL). The combined organic layers were washed with water (50 mL), brine and dried over MgSO4. The solution was filtered and concentrated in vacuo to yield a yel... Reactants: CCN=C=NCCCN(C)C (EDAC), N1(CCNCC1)C1=C(C=C(NC2=NC=C(C(=N2)C2=CN=C(N2C(C)C)C)F)C=C1)C (2-[4-(Piperazin-1-yl)3-methylanilino]-4-(1-isopropyl-2-methyl-1H-imidazol-5-yl)-5-fluoropyrimidine), C([C@@H](O)C)(=O)O (L-lactic acid), C=1C=CC2=C(C1)N=NN2O (HOBt), O (H2O), CCN(C(C)C)C(C)C (DIPEA). Solvent: CN(C)C=O (DMF). Reaction conditions: time 3.5 hour. The product is O[C@H](C(=O)N1CCN(CC1)C1=C(C=C(NC2=NC=C(C(=N2)C2=CN=C(N2C(C)C)C)F)C=C1)C)C (2-{4-[4-((2S)-2-Hydroxypropionyl)piperazin-1-yl]3-methylanilino}-4-(1-isopropyl-2-methyl-1H-imidazol-5-yl)-5-fluoropyrimidine). As a reaction SMILES: [N:1]1([C:7]2[CH:29]=[CH:28][C:10]([NH:11][C:12]3[N:17]=[C:16]([C:18]4[N:22]([CH:23]([CH3:25])[CH3:24])[C:21]([CH3:26])=[N:20][CH:19]=4)[C:15]([F:27])=[CH:14][N:13]=3)=[CH:9][C:8]=2[CH3:30])[CH2:6][CH2:5][NH:4][CH2:3][CH2:2]1.[C:31](O)(=[O:35])[C@H:32]([CH3:34])[OH:33].C1C=CC2N(O)N=NC=2C=1.O.CCN(C(C)C)C(C)C.CCN=C=NCCCN(C)C>CN(C=O)C>[OH:33][C@@H:32]([CH3:34])[C:31]([N:4]1[CH2:5][CH2:6][N:1]([C:7]2[CH:29]=[CH:28][C:10]([NH:11][C:12]3[N:17]=[C:16]([C:18]4[N:22]([CH:23]([CH3:25])[CH3:24])[C:21]([CH3:26])=[N:20][CH:19]=4)[C:15]([F:27])=[CH:14][N:13]=3)=[CH:9][C:8]=2[CH3:30])[CH2:2][CH2:3]1)=[O:35]. Reported procedure: A solution of 2-[4-(piperazin-1-yl)3-methylanilino]-4-(1-isopropyl-2-methyl-1H-imidazol-5-yl)-5-fluoropyrimidine (Example 122; 490.8 mg, 1.20 mmol), L-lactic acid (129.7 mg, 1.44 mmol), HOBt.H2O (220.5 mg, 1.44 mmol) and DIPEA (0.24 ml, 1.44 mmol) in DMF (5 ml) was cooled to 0° C., followed by addition of EDAC (230.05 mg, 1.44 mmol) in portions. The mixture was then stirred at ambient temperature for 3.5 hours. The solution was concentrated in vacuo, then the residue was partitioned between DCM ...